This data is from the Open Reaction Database (ORD), a public repository of structured organic reaction records. The task is: describe an organic reaction: reactants, conditions, products, and yield Reactants: CCOC(=O)CC(C)(O)c1ccc(-c2ccc(F)cc2F)cc1, CCO, [K+], [OH-]. Yields the product CC(O)(CC(=O)O)c1ccc(-c2ccc(F)cc2F)cc1. As a reaction SMILES: [CH2:1]([CH3:2])[O:3][C:4]([CH2:5][C:6]([CH3:7])([OH:8])[c:9]1[cH:10][cH:11][c:12](-[c:15]2[c:16]([F:22])[cH:17][c:18]([F:21])[cH:19][cH:20]2)[cH:13][cH:14]1)=[O:23].[CH3:26][CH2:27][OH:28].[K+:25].[OH-:24]>>[O:3]=[C:4]([CH2:5][C:6]([CH3:7])([OH:8])[c:9]1[cH:10][cH:11][c:12](-[c:15]2[c:16]([F:22])[cH:17][c:18]([F:21])[cH:19][cH:20]2)[cH:13][cH:14]1)[OH:23]. Starting materials: O (water), methyl o-phenylene phosphorochloridate, C(CCC)N(CCCC)CCCC.S1C(=CC=C1)CC(=O)N[C@H]1[C@@H]2N(C(=C(CS2)CO)C(=O)O)C1=O (7β-(2-thienylacetamido)-3-hydroxymethyl-3-cephem-4-carboxylic acid tri-n-butylamine salt), SC1=NN=NN1C (5-mercapto-1-methyl-1H tetrazole). Run in C(C)(=O)OCC (ethyl acetate), C(C)(=O)OCC (ethyl acetate). Run at temperature -20 celsius. Product: S1C(=CC=C1)CC(=O)N[C@H]1[C@@H]2N(C(=C(CS2)CSC2=NN=NN2C)C(=O)O)C1=O (7β-(2-thienylacetamido)-3-(1-methyl-1H-tetrazol-5-yl)thiomethyl-3-cephem-4-carboxylic acid). The yield is 83.9%. Reaction SMILES: C(N(CCCC)CCCC)CCC.[S:14]1[CH:18]=[CH:17][CH:16]=[C:15]1[CH2:19][C:20]([NH:22][C@@H:23]1[C:35](=[O:36])[N:25]2[C:26]([C:32]([OH:34])=[O:33])=[C:27]([CH2:30]O)[CH2:28][S:29][C@H:24]12)=[O:21].[SH:37][C:38]1[N:42]([CH3:43])[N:41]=[N:40][N:39]=1.O>C(OCC)(=O)C>[S:14]1[CH:18]=[CH:17][CH:16]=[C:15]1[CH2:19][C:20]([NH:22][C@@H:23]1[C:35](=[O:36])[N:25]2[C:26]([C:32]([OH:34])=[O:33])=[C:27]([CH2:30][S:37][C:38]3[N:42]([CH3:43])[N:41]=[N:40][N:39]=3)[CH2:28][S:29][C@H:24]12)=[O:21] |f:0.1|. Procedure details: To 10 ml of ethyl acetate were added 0.540 g of 7β-(2-thienylacetamido)-3-hydroxymethyl-3-cephem-4-carboxylic acid tri-n-butylamine salt and 0.175 g of 5-mercapto-1-methyl-1H tetrazole and, under cooling at -20° C. and stirring, a solution of 0.370 g of methyl o-phenylene phosphorochloridate in 5 ml of ethyl acetate was added. The mixture was stirred under ice-cooling for 1.5 hours and 10 ml of water was added. After phase separation, 20 ml of water was added to the organic layer and the mixture... Starting materials: [BH4-], COC(=O)CC(O)C(C)(C)C#N, C1CCOC1, CO, CCOC(C)=O, Cl, [Na+]. The product is CC(C)(C#N)C(O)CCO. Reaction SMILES: [BH4-:15].[C:1](#[N:2])[C:3]([CH:4]([CH2:5][C:6](=[O:7])[O:8][CH3:9])[OH:10])([CH3:11])[CH3:12].[CH2:18]1[O:19][CH2:20][CH2:21][CH2:22]1.[CH3:13][OH:14].[CH3:23][CH2:24][O:25][C:26](=[O:27])[CH3:28].[ClH:17].[Na+:16]>>[C:1](#[N:2])[C:3]([CH:4]([CH2:5][CH2:6][OH:7])[OH:10])([CH3:11])[CH3:12]. Reactants: Cl.CON (methoxyamine hydrochloride), CO.C[O-].[Na+] (sodium methoxide methanol), ice, SC1=NN=NN1CC(=O)O (5-mercapto-1H-tetrazole-1-acetic acid), N,N'-carbonyldiimidazole. The solvent is CN(C=O)C (N,N-dimethylformamide), CN(C=O)C (N,N-dimethylformamide). Reaction conditions: temperature 0 celsius, time 1 hour. Yields the product CONC(CN1N=NN=C1S)=O (5-mercapto-1H-tetrazole-1-acetohydroxamic acid methyl ester). The yield is 68.2%. As a reaction SMILES: [SH:1][C:2]1[N:6]([CH2:7][C:8]([OH:10])=O)[N:5]=[N:4][N:3]=1.Cl.[CH3:12][O:13][NH2:14].CO.C[O-].[Na+]>CN(C)C=O>[CH3:12][O:13][NH:14][C:8](=[O:10])[CH2:7][N:6]1[C:2]([SH:1])=[N:3][N:4]=[N:5]1 |f:1.2,3.4.5|. Procedure details: To an ice cold and stirred solution of 5-mercapto-1H-tetrazole-1-acetic acid (9.6 g) in N,N-dimethylformamide (60 ml) is added N,N'-carbonyldiimidazole (11.6 g), and the mixture is stirred at 0° C. for 1 hour. To this mixture is added a solution of methoxyamine hydrochloride (11.6 g) in a mixture of N,N-dimethylformamide (45 ml) and 4.6 N-sodium methoxide methanol solution (28.5 ml) and the whole mixture is stirred under ice cooling for 1 hour. The reaction mixture is poured onto ice water and e...